Dataset: the Open Reaction Database (ORD), a public repository of structured organic reaction records. Task: describe an organic reaction: reactants, conditions, products, and yield The reactants are Cl (hydrochloride), Cl.C(C)(=O)OC=1C=CC=2C[C@@H]3[C@@]4(CCCC[C@@]4(C2C1)CCN3)OC(C)=O (3,14-diacetoxymorphinan hydrochloride), Cl.C(C)(=O)OC=1C=CC=2C[C@@H]3[C@@]4(CCC(C[C@@]4(C2C1)CCN3)=O)OC(C)=O (3,14-diacetoxy-6-oxo-morphinan hydrochloride). The product is OC=1C=CC=2C[C@@H]3[C@@]4(CCCC[C@@]4(C2C1)CCN3)O (3,14-dihydroxymorphinan), OC=1C=CC=2C[C@@H]3[C@@]4(CCC(C[C@@]4(C2C1)CCN3)=O)O (3,14-dihydroxy-6-oxomorphinan). As a reaction SMILES: Cl.Cl.C([O:6][C:7]1[CH:8]=[CH:9][C:10]2[CH2:11][C@H:12]3[NH:23][CH2:22][CH2:21][C@@:18]4([C:19]=2[CH:20]=1)[C@@:13]3([O:24]C(=O)C)[CH2:14][CH2:15][CH2:16][CH2:17]4)(=O)C.Cl.C([O:32][C:33]1[CH:34]=[CH:35][C:36]2[CH2:37][C@H:38]3[NH:49][CH2:48][CH2:47][C@@:44]4([C:45]=2[CH:46]=1)[C@@:39]3([O:51]C(=O)C)[CH2:40][CH2:41][C:42](=[O:50])[CH2:43]4)(=O)C>>[OH:6][C:7]1[CH:8]=[CH:9][C:10]2[CH2:11][C@H:12]3[NH:23][CH2:22][CH2:21][C@@:18]4([C:19]=2[CH:20]=1)[C@@:13]3([OH:24])[CH2:14][CH2:15][CH2:16][CH2:17]4.[OH:32][C:33]1[CH:34]=[CH:35][C:36]2[CH2:37][C@H:38]3[NH:49][CH2:48][CH2:47][C@@:44]4([C:45]=2[CH:46]=1)[C@@:39]3([OH:51])[CH2:40][CH2:41][C:42](=[O:50])[CH2:43]4 |f:1.2,3.4|. Reported procedure: In accordance with the above procedure, but where in place of 3,14-diacetylnoroxymorphone (4a) there is subjected to the acid hydrolysis 3,14-diacetoxymorphinan hydrochloride (4e) or 3,14-diacetoxy-6-oxomorphinan hydrochloride (4f) there are obtained the corresponding 3,14-dihydroxymorphinan (5e) and 3,14-dihydroxy-6-oxomorphinan (5f).